describe an organic reaction: reactants, conditions, products, and yield From a dataset of the Open Reaction Database (ORD), a public repository of structured organic reaction records. Reactants: C1(=CC=C(C=C1)S(=O)(=O)O)C (p-toluenesulfonic acid), resultant mixture, glass, C(C)(C)C1=CC=C(C=C1)C1=C2C=CCC2=CC=C1 (4-(4-i-propylphenyl)-indene), BrN1C(CCC1=O)=O (N-bromosuccinimide). Run in C1(=CC=CC=C1)C (toluene), O (water), CS(=O)C (DMSO), O (water). Product: BrC=1CC2=CC=CC(=C2C1)C1=CC=C(C=C1)C(C)C (2-bromo-4-(4-i-propylphenyl)-indene). Yield: 94.3%. Reaction SMILES: [CH:1]([C:4]1[CH:9]=[CH:8][C:7]([C:10]2[CH:18]=[CH:17][CH:16]=[C:15]3[C:11]=2[CH:12]=[CH:13][CH2:14]3)=[CH:6][CH:5]=1)([CH3:3])[CH3:2].[Br:19]N1C(=O)CCC1=O.C1(C)C=CC(S(O)(=O)=O)=CC=1>C1(C)C=CC=CC=1.O.CS(C)=O>[Br:19][C:13]1[CH2:14][C:15]2[C:11]([CH:12]=1)=[C:10]([C:7]1[CH:8]=[CH:9][C:4]([CH:1]([CH3:3])[CH3:2])=[CH:5][CH:6]=1)[CH:18]=[CH:17][CH:16]=2. Procedure details: Into a 500-ml glass reaction vessel, 15.4 g of 4-(4-i-propylphenyl)-indene (67 mmol), 7.2 ml of distilled water and 200 ml of DMSO were added. Then, 17 g (93 mmol) of N-bromosuccinimide was gradually added and the resultant mixture was stirred for 2 hours at room temperature. The reaction liquid was poured into 500 ml of distilled water, and the resultant mixture was extracted with 100 ml of toluene for 3 times. The resultant toluene layer was washed with saturated brine. Then, 2 g (11 mmol) of ... The reactants are C=C1CC(=O)O1 (diketene), OCCOCCN1CCC(CC1)(C1=CC=CC=C1)C1=CC=CC=C1 (N-[2-(2-hydroxyethoxy)-ethyl]-4,4-diphenylpiperidine), N,N-dimethylaminopyridine. Solvent: CC(=O)C (acetone), C(Cl)Cl (methylene chloride). The product is C(CC(=O)C)(=O)OCCOCCN1CCC(CC1)(C1=CC=CC=C1)C1=CC=CC=C1 (2-[2-(4,4-Diphenylpiperid-1-yl)-ethoxy]-ethyl acetoacetate). As a reaction SMILES: [CH2:1]=[C:2]1[O:6][C:4](=[O:5])[CH2:3]1.[OH:7][CH2:8][CH2:9][O:10][CH2:11][CH2:12][N:13]1[CH2:18][CH2:17][C:16]([C:25]2[CH:30]=[CH:29][CH:28]=[CH:27][CH:26]=2)([C:19]2[CH:24]=[CH:23][CH:22]=[CH:21][CH:20]=2)[CH2:15][CH2:14]1>CC(C)=O.C(Cl)Cl>[C:4]([O:7][CH2:8][CH2:9][O:10][CH2:11][CH2:12][N:13]1[CH2:18][CH2:17][C:16]([C:19]2[CH:20]=[CH:21][CH:22]=[CH:23][CH:24]=2)([C:25]2[CH:30]=[CH:29][CH:28]=[CH:27][CH:26]=2)[CH2:15][CH2:14]1)(=[O:5])[CH2:3][C:2]([CH3:1])=[O:6]. Reported procedure: 20 ml of a 50% strength solution of diketene in acetone are added dropwise to 32.5 g of N-[2-(2-hydroxyethoxy)-ethyl]-4,4-diphenylpiperidine and about 0.1 g of N,N-dimethylaminopyridine in 200 ml of methylene chloride at the boiling point, with vigorous stirring. After boiling under reflux for 1 h, the solution is allowed to cool and is concentrated to constant weight under a high vacuum. The pale yellow viscous coil which remains is used for the next stage without further purification. Starting materials: OC1=CC=C2C(C(CSC2=C1)(C)C1=CC=C(C=C1)OC)C(CC=CCC(=O)O)CCC (6-[7-hydroxy-3-(4-methoxyphenyl)-3-methylthiochroman-4-yl]-3-nonenoic acid), C(C)(=O)OCC (ethyl acetate). Reagents/catalysts: O.[Pt](=O)=O (platinum(IV) oxide hydrate). Run at time 16 hour. Product: COC1=CC=C2C(C(CSC2=C1)(C)C1=CC=C(C=C1)OC)C(CCCCC(=O)O)CCC (6-[7-methoxy-3-(4-methoxyphenyl)-3-methylthiochroman-4-yl]-nonanoic acid). The yield is 87.0%. As a reaction SMILES: [OH:1][C:2]1[CH:11]=[C:10]2[C:5]([CH:6]([CH:21]([CH2:29][CH2:30][CH3:31])[CH2:22][CH:23]=[CH:24][CH2:25][C:26]([OH:28])=[O:27])[C:7]([C:13]3[CH:18]=[CH:17][C:16]([O:19][CH3:20])=[CH:15][CH:14]=3)([CH3:12])[CH2:8][S:9]2)=[CH:4][CH:3]=1.[C:32](OCC)(=O)C>O.[Pt](=O)=O>[CH3:32][O:1][C:2]1[CH:11]=[C:10]2[C:5]([CH:6]([CH:21]([CH2:29][CH2:30][CH3:31])[CH2:22][CH2:23][CH2:24][CH2:25][C:26]([OH:28])=[O:27])[C:7]([C:13]3[CH:18]=[CH:17][C:16]([O:19][CH3:20])=[CH:15][CH:14]=3)([CH3:12])[CH2:8][S:9]2)=[CH:4][CH:3]=1 |f:2.3|. Procedure: To a solution of 6-[7-hydroxy-3-(4-methoxyphenyl)-3-methylthiochroman-4-yl]-3-nonenoic acid (254 mg, 0.56 mmol) in ethyl acetate (5 ml) was added platinum(IV) oxide hydrate (130 mg, 0.56 mmol) and the mixture was stirred for 16 h at room temperature under hydrogen atmosphere. The catalyst was filtered off and washed with methanol. The filtrate was concentrated and the residue was subjected to flash chromatography on silica gel (ethyl acetate) to give the title compound (222 mg, yield: 87%).